From a dataset of the Open Reaction Database (ORD), a public repository of structured organic reaction records. describe an organic reaction: reactants, conditions, products, and yield The reactants are Cl.CNNC (N,N′-dimethylhydrazine hydrochloride salt), CC(CC(C(=O)O)NC(C(CC1=CC=CC=C1)NC(=O)C1=NC=CN=C1)=O)C (4-Methyl-2-(3-phenyl-2-[(2-pyrazinylcarbonyl)amino]propanoylamino) pentanoic acid), ClC(=O)OCC(C)C (Isobutyl chloroformate), CN1CCOCC1 (N-Methylmorpholine). Solvent: [OH-].[Na+] (NaOH), C1CCOC1 (THF). Reaction conditions: temperature -10 celsius, time 1 hour. The product is C(C1=CC=CC=C1)C(C(=O)NC(CC(C)C)C(=O)N(NC)C)NC(=O)C1=NC=CN=C1 (N2-[1-benzyl-2-(1-[(1,2-dimethylhydrazino) carbonyl]-3-methylbutylamino)-2-oxoethyl]-2-pyrazinecarboxamide). The yield is 88.8%. RXN SMILES: [CH3:1][CH:2]([CH3:28])[CH2:3][CH:4]([NH:8][C:9](=[O:27])[CH:10]([NH:18][C:19]([C:21]1[CH:26]=[N:25][CH:24]=[CH:23][N:22]=1)=[O:20])[CH2:11][C:12]1[CH:17]=[CH:16][CH:15]=[CH:14][CH:13]=1)[C:5]([OH:7])=O.CN1CCOCC1.ClC(OCC(C)C)=O.Cl.[CH3:45][NH:46][NH:47][CH3:48]>C1COCC1.[OH-].[Na+]>[CH2:11]([CH:10]([NH:18][C:19]([C:21]1[CH:26]=[N:25][CH:24]=[CH:23][N:22]=1)=[O:20])[C:9]([NH:8][CH:4]([C:5]([N:46]([CH3:45])[NH:47][CH3:48])=[O:7])[CH2:3][CH:2]([CH3:28])[CH3:1])=[O:27])[C:12]1[CH:17]=[CH:16][CH:15]=[CH:14][CH:13]=1 |f:3.4,6.7|. Procedure: 4-Methyl-2-(3-phenyl-2-[(2-pyrazinylcarbonyl)amino]propanoylamino) pentanoic acid (200 mg, 0.52 mmol) was dissolved in THF (1.2 mL). N-Methylmorpholine (0.057 mL, 0.52 mmol) was added, and the resulting clear solution was cooled to −10° C. Isobutyl chloroformate (0.068 mL, 0.52 mmol) was added dropwise to cause N-Methylmorpholine HCl salt precipitation. N,N′-dimethylhydrazine hydrochloride salt (346 mg, 2.6 mmol) was dissolved in 3N NaOH (1.7 mL). The resulting mixture was added to the solution ... The reactants are Cc1cccc(=O)c(N)c1, COC(=O)C1=C(O)c2ccccc2S(=O)(=O)N1C, Cc1ccccc1C. Yields the product Cc1cccc(=O)c(NC(=O)C2=C(O)c3ccccc3S(=O)(=O)N2C)c1. As a reaction SMILES: [NH2:19][c:20]1[c:21](=[O:28])[cH:22][cH:23][cH:24][c:25]([CH3:27])[cH:26]1.[OH:1][C:2]1=[C:3]([C:15]([O:17][CH3:16])=[O:18])[N:4]([CH3:14])[S:5](=[O:12])(=[O:13])[c:6]2[c:7]1[cH:8][cH:9][cH:10][cH:11]2.[c:29]1([CH3:30])[c:31]([CH3:32])[cH:33][cH:34][cH:35][cH:36]1>>[OH:1][C:2]1=[C:3]([C:15](=[O:17])[NH:19][c:20]2[c:21](=[O:28])[cH:22][cH:23][cH:24][c:25]([CH3:27])[cH:26]2)[N:4]([CH3:14])[S:5](=[O:12])(=[O:13])[c:6]2[c:7]1[cH:8][cH:9][cH:10][cH:11]2. Reactants: hydrochloride salt, C1(CC1)N (cyclopropylamine), NC1=NC(=C2N=CN(C2=N1)[C@H]1C=C[C@H](C1)CO)Cl ((1S,4R)-4-(2-Amino-6-chloro-9-H-purin-9-yl)-2-cyclopentene-1-methanol), [OH-].[Na+] (sodium hydroxide), hydrochloride salt. The solvent is C(C)O (ethanol). Product: NC1=NC(=C2N=CN(C2=N1)[C@H]1C=C[C@H](C1)CO)NC1CC1 ((1S,4R)-4-[2-Amino-6-(cyclopropylamino)-9H-purin-9-yl]-2-cyclopentene-1-methanol). Yield: 80.0%. As a reaction SMILES: [NH2:1][C:2]1[N:10]=[C:9]2[C:5]([N:6]=[CH:7][N:8]2[C@@H:11]2[CH2:15][C@H:14]([CH2:16][OH:17])[CH:13]=[CH:12]2)=[C:4](Cl)[N:3]=1.[CH:19]1([NH2:22])[CH2:21][CH2:20]1.[OH-].[Na+]>C(O)C>[NH2:1][C:2]1[N:10]=[C:9]2[C:5]([N:6]=[CH:7][N:8]2[C@@H:11]2[CH2:15][C@H:14]([CH2:16][OH:17])[CH:13]=[CH:12]2)=[C:4]([NH:22][CH:19]2[CH2:21][CH2:20]2)[N:3]=1 |f:2.3|. Procedure details: (1S,4R)-4-(2-Amino-6-chloro-9-H-purin-9-yl)-2-cyclopentene-1-methanol (U.S. Pat. No. 5,206,435) or the hydrochloride salt thereof (Example 8) was refluxed in ethanol with 10 molar equivalents of cyclopropylamine for 2 hours. The resulting solution was cooled to ambient temperature and 1 N sodium hydroxide (1 or 2 molar equivalents, depending on whether the starting material was VIIa or the hydrochloride salt of VIIa) was added. The volatiles were evaporated in vacuo. (1S,4R)-4-[2-Amino-6-(cyclop... Starting materials: COCCCNC(OC(C)(C)C)=O (tert-Butyl 3-Methoxypropylcarbamate), [OH-].[K+] (KOH), CI (MeI). Conditions: temperature 20 celsius, time 72 hour. The product is COCCCN(C(OC(C)(C)C)=O)C (tert-Butyl 3-Methoxypropyl(methyl)carbamate). The yield is 37.0%. RXN SMILES: [CH3:1][O:2][CH2:3][CH2:4][CH2:5][NH:6][C:7](=[O:13])[O:8][C:9]([CH3:12])([CH3:11])[CH3:10].[OH-].[K+].[CH3:16]I>>[CH3:1][O:2][CH2:3][CH2:4][CH2:5][N:6]([CH3:16])[C:7](=[O:13])[O:8][C:9]([CH3:10])([CH3:12])[CH3:11] |f:1.2|. Procedure details: A suspension of carbamate 270 (5.0 g, 26.4 mmol), crushed KOH (3.8 g, 67.7 mmol) in MeI (15 mL) was stirred at 20° C. for 72 h under N2. The solution was filtered through Celite, washed with DCM (2×50 mL) and the solvent evaporated. The residue was purified by chromatography, eluting with a gradient (30-50%) of EtOAc/pet. ether, to give carbamate 271 (2.0 g, 37%) as a colourless oil: 1H NMR δ 3.38 (t, J=6.3 Hz, 2H, CH2N), 3.33 (s, 3H, OCH3), 3.28 (t, J=7.0 Hz, 2H, CH2O), 2.85 (s, 3H, NCH3), 1.78... Reactants: C(C)OC(=O)C1=C(C=2C(=CN=CC2)S1)OS(=O)(=O)C(C(C(C(F)(F)F)(F)F)(F)F)(F)F (3-(nonafluorobutane-1-sulfonyloxy)-thieno[2,3-c]pyridine-2-carboxylic acid ethyl ester), C1CCC2=NCCCN2CC1 (DBU), BrC1=CC(=C(N)C=C1)F (4bromo -2-fluoroaniline), CC1(C2=C(C(=CC=C2)P(C3=CC=CC=C3)C4=CC=CC=C4)OC5=C(C=CC=C51)P(C6=CC=CC=C6)C7=CC=CC=C7)C (Xantphos). Reagents/catalysts: C=1C=CC(=CC1)/C=C/C(=O)/C=C/C2=CC=CC=C2.C=1C=CC(=CC1)/C=C/C(=O)/C=C/C2=CC=CC=C2.C=1C=CC(=CC1)/C=C/C(=O)/C=C/C2=CC=CC=C2.[Pd].[Pd] (Pd2 dba3). The solvent is C1(=CC=CC=C1)C (toluene), C(C)(=O)OCC (ethyl acetate). The product is C(C)OC(=O)C1=C(C=2C(=CN=CC2)S1)NC1=C(C=C(C=C1)Br)F (3-(4-Bromo-2-fluoro-phenylamino)-thieno[2,3-c]pyridine-2-carboxylic acid ethyl ester). Isolated yield 67.2%. RXN SMILES: [CH2:1]([O:3][C:4]([C:6]1[S:14][C:9]2=[CH:10][N:11]=[CH:12][CH:13]=[C:8]2[C:7]=1OS(C(F)(F)C(F)(F)C(F)(F)C(F)(F)F)(=O)=O)=[O:5])[CH3:2].[Br:32][C:33]1[CH:39]=[CH:38][C:36]([NH2:37])=[C:35]([F:40])[CH:34]=1.CC1(C)C2C(=C(P(C3C=CC=CC=3)C3C=CC=CC=3)C=CC=2)OC2C(P(C3C=CC=CC=3)C3C=CC=CC=3)=CC=CC1=2.C1CCN2C(=NCCC2)CC1>C1(C)C=CC=CC=1.C(OCC)(=O)C.C1C=CC(/C=C/C(/C=C/C2C=CC=CC=2)=O)=CC=1.C1C=CC(/C=C/C(/C=C/C2C=CC=CC=2)=O)=CC=1.C1C=CC(/C=C/C(/C=C/C2C=CC=CC=2)=O)=CC=1.[Pd].[Pd]>[CH2:1]([O:3][C:4]([C:6]1[S:14][C:9]2=[CH:10][N:11]=[CH:12][CH:13]=[C:8]2[C:7]=1[NH:37][C:36]1[CH:38]=[CH:39][C:33]([Br:32])=[CH:34][C:35]=1[F:40])=[O:5])[CH3:2] |f:6.7.8.9.10|. Reported procedure: A degassed solution of 3-(nonafluorobutane-1-sulfonyloxy)-thieno[2,3-c]pyridine-2-carboxylic acid ethyl ester (678 mg, 1.33 mmol), 4bromo -2-fluoroaniline (329 mg, 1.73 mmol), Pd2 dba3 (61 mg, 0.07 mmol), Xantphos (78 mg, 0.14 mmol) and DBU (509 μl, 3.35 mmol) in toluene (3 ml) was subjected to mnicrowave irradiation at 150° C. for 10 minutes. The reaction mixture was cooled to ambient temperature then diluted with ethyl acetate (70 ml). The resultant solution was washed with water (20 ml), drie...